This data is from the Open Reaction Database (ORD), a public repository of structured organic reaction records. The task is: describe an organic reaction: reactants, conditions, products, and yield The reactants are ClC=1C(=CN=NC1Cl)NC(OC1=CC=CC=C1)=O (phenyl N-(5,6-dichloro-4-pyridazinyl)carbamate), CC(C)N (1-methylethylamine). The solvent is O1CCCC1 (tetrahydrofuran). Product: ClC=1C(=CN=NC1Cl)NC(=O)NC(C)C (N-(5,6-dichloro-4-pyridazinyl)-N'-(1-methylethyl)urea). Isolated yield 10.0%. RXN SMILES: [Cl:1][C:2]1[C:3]([NH:9][C:10](=[O:18])OC2C=CC=CC=2)=[CH:4][N:5]=[N:6][C:7]=1[Cl:8].[CH3:19][CH:20]([NH2:22])[CH3:21]>O1CCCC1>[Cl:1][C:2]1[C:3]([NH:9][C:10]([NH:22][CH:20]([CH3:21])[CH3:19])=[O:18])=[CH:4][N:5]=[N:6][C:7]=1[Cl:8]. Procedure: A stirred solution of 1.0 gram (0.004 mole) of phenyl N-(5,6-dichloro-4-pyridazinyl)carbamate and 0.27 gram (0.005 mole) of 1-methylethylamine in tetrahydrofuran is heated under reflux for 18 hours. The reaction mixture is filtered and the filtrate concentrated under reduced pressure to a residue. The residue is purified by column chromatography to yield 0.1 gram of N-(5,6-dichloro-4-pyridazinyl)-N'-(1-methylethyl)urea. Starting materials: O=C1N(N=C(C=C1)C=1C(=NN2C1C=CC=C2)C2=CC=CC=C2)CC(N)=S (3-(3-oxo-2-thiocarbamoylmethyl-2,3-dihydropyridazin-6-yl)-2-phenylpyrazolo[1,5-a]pyridine), C(C)OC(CBr)OCC (bromoacetaldehyde diethyl acetal). Solvent: CO (methanol), C(Cl)(Cl)Cl (chloroform). The product is O=C1N(N=C(C=C1)C=1C(=NN2C1C=CC=C2)C2=CC=CC=C2)CC=2SC=CN2 (3-[3-oxo-2-(2-thiazolylmethyl)-2,3-dihydropyridazin-6-yl]-2-phenylpyrazolo[1,5-a]pyridine). RXN SMILES: [O:1]=[C:2]1[CH:7]=[CH:6][C:5]([C:8]2[C:9]([C:17]3[CH:22]=[CH:21][CH:20]=[CH:19][CH:18]=3)=[N:10][N:11]3[CH:16]=[CH:15][CH:14]=[CH:13][C:12]=23)=[N:4][N:3]1[CH2:23][C:24](=[S:26])[NH2:25].[CH2:27](OC(OCC)CBr)[CH3:28]>CO.C(Cl)(Cl)Cl>[O:1]=[C:2]1[CH:7]=[CH:6][C:5]([C:8]2[C:9]([C:17]3[CH:22]=[CH:21][CH:20]=[CH:19][CH:18]=3)=[N:10][N:11]3[CH:16]=[CH:15][CH:14]=[CH:13][C:12]=23)=[N:4][N:3]1[CH2:23][C:24]1[S:26][CH:27]=[CH:28][N:25]=1. Procedure details: A mixture of 3-(3-oxo-2-thiocarbamoylmethyl-2,3-dihydropyridazin-6-yl)-2-phenylpyrazolo[1,5-a]pyridine (0.50 g) and bromoacetaldehyde diethyl acetal (0.54 ml) in a mixture of methanol (2.5 ml) and chloroform (5 ml) was refluxed for 54 hours. After evaporating the solvent, the residue was chromatographed on silica gel (40 ml) using a mixture of chloroform and ethyl acetate (20:1). The desired fractions were collected and evaporated in vacuo. The residue was recrystallized from a mixture of ethyl ... The reactants are O=C1SC(C(N1)=O)=CC1=CC=C(C=C1)C1=CC(=CC=C1)CC(=O)N(C1=CC=CC=C1)C (2-[4′-(2,4-dioxothiazolidin-5-ylidenemethyl)biphenyl-3-yl]-N-methyl-N-phenylacetamide). The solvent is C(C)(=O)OCC (ethyl acetate), C(C)O (ethanol). Product: O=C1SC(C(N1)=O)CC1=CC=C(C=C1)C1=CC(=CC=C1)CC(=O)N(C1=CC=CC=C1)C (2-[4′-(2,4-Dioxothiazolidin-5-ylmethyl)-biphenyl-3-yl)-N-methyl-N-phenylacetamide). The yield is 59.0%. RXN SMILES: [O:1]=[C:2]1[NH:6][C:5](=[O:7])[C:4](=[CH:8][C:9]2[CH:14]=[CH:13][C:12]([C:15]3[CH:20]=[CH:19][CH:18]=[C:17]([CH2:21][C:22]([N:24]([CH3:31])[C:25]4[CH:30]=[CH:29][CH:28]=[CH:27][CH:26]=4)=[O:23])[CH:16]=3)=[CH:11][CH:10]=2)[S:3]1>C(OCC)(=O)C.C(O)C>[O:1]=[C:2]1[NH:6][C:5](=[O:7])[CH:4]([CH2:8][C:9]2[CH:10]=[CH:11][C:12]([C:15]3[CH:20]=[CH:19][CH:18]=[C:17]([CH2:21][C:22]([N:24]([CH3:31])[C:25]4[CH:26]=[CH:27][CH:28]=[CH:29][CH:30]=4)=[O:23])[CH:16]=3)=[CH:13][CH:14]=2)[S:3]1. Reported procedure: In a manner similar to that of Example 1(g), starting with 1.1 g (2.6 mmol) of 2-[4′-(2,4-dioxothiazolidin-5-ylidenemethyl)biphenyl-3-yl]-N-methyl-N-phenylacetamide in 20 ml of ethyl acetate and 20 ml of ethanol, 660 mg (60%) of the desired product, with a melting point of 158° C., are obtained. The reactants are C1(=CC=CC=C1)C=1N=C(OC1C1=CC=CC=C1)C=1C(CCC1)CC=1C=C(OCC(=O)OCC)C=CC1 (ethyl [3-[[2-(4,5-diphenyloxazol-2-yl)-2-cyclopenten-1-yl]methyl]phenoxy]acetate), [OH-].[Na+] (sodium hydroxide). Solvent: C(C)O (ethanol). Reaction conditions: time 8 hour. Product: C1(=CC=CC=C1)C=1N=C(OC1C1=CC=CC=C1)C=1C(CCC1)CC=1C=C(OCC(=O)[O-])C=CC1.[Na+] (sodium [3-[[2-(4,5-diphenyloxazol-2-yl)-2-cyclopenten-1-yl]methyl]phenoxy]acetate). As a reaction SMILES: [C:1]1([C:7]2[N:8]=[C:9]([C:18]3[CH:19]([CH2:23][C:24]4[CH:25]=[C:26]([CH:34]=[CH:35][CH:36]=4)[O:27][CH2:28][C:29]([O:31]CC)=[O:30])[CH2:20][CH2:21][CH:22]=3)[O:10][C:11]=2[C:12]2[CH:17]=[CH:16][CH:15]=[CH:14][CH:13]=2)[CH:6]=[CH:5][CH:4]=[CH:3][CH:2]=1.[OH-].[Na+:38]>C(O)C>[C:1]1([C:7]2[N:8]=[C:9]([C:18]3[CH:19]([CH2:23][C:24]4[CH:25]=[C:26]([CH:34]=[CH:35][CH:36]=4)[O:27][CH2:28][C:29]([O-:31])=[O:30])[CH2:20][CH2:21][CH:22]=3)[O:10][C:11]=2[C:12]2[CH:13]=[CH:14][CH:15]=[CH:16][CH:17]=2)[CH:2]=[CH:3][CH:4]=[CH:5][CH:6]=1.[Na+:38] |f:1.2,4.5|. Reported procedure: To a solution of ethyl [3-[[2-(4,5-diphenyloxazol-2-yl)-2-cyclopenten-1-yl]methyl]phenoxy]acetate (400 mg) in ethanol (20 ml) was added 1N-sodium hydroxide solution (0.83 ml). After being stirred for 8 hours, the solvent was evaporated in vacuo. The residue was triturated in ether to give sodium [3-[[2-(4,5-diphenyloxazol-2-yl)-2-cyclopenten-1-yl]methyl]phenoxy]acetate (350 mg). Reactants: ClC1=CC=C(CCNC(=O)C2=CC=C(OC3=C(C=C(C=C3)CC(=O)OCC)C(F)(F)F)C=C2)C=C1 (ethyl 2-(4-(4-((4-chlorophenethyl)carbamoyl)phenoxy)-3-(trifluoromethyl)phenyl)acetate), O[Li].O (LiOH—H2O). Reagents/catalysts: O (water). The solvent is CO.C1CCOC1 (methanol THF), C(C)(=O)OCC (ethyl acetate). Conditions: time 1 hour. Yields the product ClC1=CC=C(CCNC(=O)C2=CC=C(OC3=C(C=C(C=C3)CC(=O)O)C(F)(F)F)C=C2)C=C1 (2-(4-(4-((4-chlorophenethyl) carbamoyl)phenoxy)-3-(trifluoromethyl)phenyl)acetic acid). Isolated yield 71.9%. RXN SMILES: [Cl:1][C:2]1[CH:35]=[CH:34][C:5]([CH2:6][CH2:7][NH:8][C:9]([C:11]2[CH:33]=[CH:32][C:14]([O:15][C:16]3[CH:21]=[CH:20][C:19]([CH2:22][C:23]([O:25]CC)=[O:24])=[CH:18][C:17]=3[C:28]([F:31])([F:30])[F:29])=[CH:13][CH:12]=2)=[O:10])=[CH:4][CH:3]=1.O[Li].O>CO.C1COCC1.O.C(OCC)(=O)C>[Cl:1][C:2]1[CH:3]=[CH:4][C:5]([CH2:6][CH2:7][NH:8][C:9]([C:11]2[CH:33]=[CH:32][C:14]([O:15][C:16]3[CH:21]=[CH:20][C:19]([CH2:22][C:23]([OH:25])=[O:24])=[CH:18][C:17]=3[C:28]([F:29])([F:30])[F:31])=[CH:13][CH:12]=2)=[O:10])=[CH:34][CH:35]=1 |f:1.2,3.4|. Procedure: To a solution of ethyl 2-(4-(4-((4-chlorophenethyl)carbamoyl)phenoxy)-3-(trifluoromethyl)phenyl)acetate (0.165 g, 0.326 mmol) in methanol/THF (1:1), 5 ml was added LiOH—H2O (0.0684 g, 1.63 mmol) and 3 drops of water, and the reaction was stirred for 1 hour The reaction was diluted with ethyl acetate, washed with 2N HCl and brine, dried over magnesium sulfate and concentrated. The crude material was purified by silica gel chromatography, eluting with a gradient of 0.5% methanol/dichloromethane co... Starting materials: C(C1=CC=CC=C1)Cl (benzyl chloride), COC(C1=CC(=C(C(=C1)O)O)O)=O (3,4,5-trihydroxybenzoic acid methyl ester), C([O-])([O-])=O.[Na+].[Na+] (sodium carbonate), [I-].[K+] (potassium iodide). Run in CC(=O)C (acetone), O (water). Yields the product COC(C1=CC(=C(C(=C1)OCC1=CC=CC=C1)OCC1=CC=CC=C1)OCC1=CC=CC=C1)=O (3.4,5-Trisbenzyloxybenzoic Acid Methyl Ester). As a reaction SMILES: [CH2:1](Cl)[C:2]1[CH:7]=[CH:6][CH:5]=[CH:4][CH:3]=1.[CH3:9][O:10][C:11](=[O:21])[C:12]1[CH:17]=[C:16]([OH:18])[C:15]([OH:19])=[C:14]([OH:20])[CH:13]=1.C(=O)([O-])[O-].[Na+].[Na+].[I-].[K+]>CC(C)=O.O>[CH3:9][O:10][C:11](=[O:21])[C:12]1[CH:13]=[C:14]([O:20][CH2:1][C:2]2[CH:7]=[CH:6][CH:5]=[CH:4][CH:3]=2)[C:15]([O:19][CH2:1][C:2]2[CH:7]=[CH:6][CH:5]=[CH:4][CH:3]=2)=[C:16]([O:18][CH2:1][C:2]2[CH:7]=[CH:6][CH:5]=[CH:4][CH:3]=2)[CH:17]=1 |f:2.3.4,5.6|. Reported procedure: 105 g (0.83 mol) of benzyl chloride are added dropwise at 56° C., under reflux, over a period of 10 minutes, to 18.4 g (0.1 mol) of 3,4,5-trihydroxybenzoic acid methyl ester, 50.0 g (0.48 mol) of sodium carbonate and 10.0 g (0.06 mol) of potassium iodide in 200 ml of acetone. After a further 20 hours at reflux, 500 ml of water are added at room temperature and the mixture is then extracted with ether. The crude product is worked up in customary manner, excess benzyl chloride is removed by distil... The reactants are C(C)OC(C(CCCC)(S(=O)(=O)C1=CC=C(C=C1)OC)CC1=CC=C(C=C1)OCCN(CC)CC)=O (2-[4-(2-diethylamino-ethoxy)-benzyl]-2-(4-methoxy-benzenesulfonyl)-hexanoic acid ethyl ester). The solvent is CO (methanol), [OH-].[Na+] (NaOH). Product: C(C)N(CCOC1=CC=C(CC(C(=O)O)(CCCC)S(=O)(=O)C2=CC=C(C=C2)OC)C=C1)CC (2-[4-(2-Diethylamino-ethoxy)-benzyl]-2-(4-methoxy-benzenesulfonyl)-hexanoic acid). RXN SMILES: C([O:3][C:4](=[O:36])[C:5]([CH2:21][C:22]1[CH:27]=[CH:26][C:25]([O:28][CH2:29][CH2:30][N:31]([CH2:34][CH3:35])[CH2:32][CH3:33])=[CH:24][CH:23]=1)([S:10]([C:13]1[CH:18]=[CH:17][C:16]([O:19][CH3:20])=[CH:15][CH:14]=1)(=[O:12])=[O:11])[CH2:6][CH2:7][CH2:8][CH3:9])C>CO.[OH-].[Na+]>[CH2:34]([N:31]([CH2:32][CH3:33])[CH2:30][CH2:29][O:28][C:25]1[CH:24]=[CH:23][C:22]([CH2:21][C:5]([S:10]([C:13]2[CH:14]=[CH:15][C:16]([O:19][CH3:20])=[CH:17][CH:18]=2)(=[O:11])=[O:12])([CH2:6][CH2:7][CH2:8][CH3:9])[C:4]([OH:36])=[O:3])=[CH:27][CH:26]=1)[CH3:35] |f:2.3|. Reported procedure: 2-[4-(2-Diethylamino-ethoxy)-benzyl]-2-(4-methoxy-benzenesulfonyl)-hexanoic acid was prepared starting from 2-[4-(2-diethylamino-ethoxy)-benzyl]-2-(4-methoxy-benzenesulfonyl)-hexanoic acid ethyl ester (8 g, 15.4 mmol) dissolved in methanol (200 ml) and 10 N NaOH (30 ml). The resulting mixture was worked up as outlined in example 1. Yield 3.88 g crude (51%); brown oil; MS: 492 (M+H)+. The reactants are CC(CN(C1=NC(=NC=C1)C#N)CC1=CC=C(C=C1)C#C)(C)C (4-[(2,2-Dimethyl-propyl)-(4-ethynyl-benzyl)-amino]-pyrimidine-2-carbonitrile). Reagents/catalysts: [Pd] (Pd—C). The solvent is CCO (EtOH). Run at time 8 hour. Yields the product CC(CN(C1=NC(=NC=C1)C#N)CC1=CC=C(C=C1)CC)(C)C (4-[(2,2-dimethyl-propyl)-(4-ethyl-benzyl)-amino]-pyrimidine-2-carbonitrile). The yield is 112.0%. Reaction SMILES: [CH3:1][C:2]([CH3:23])([CH3:22])[CH2:3][N:4]([CH2:13][C:14]1[CH:19]=[CH:18][C:17]([C:20]#[CH:21])=[CH:16][CH:15]=1)[C:5]1[CH:10]=[CH:9][N:8]=[C:7]([C:11]#[N:12])[N:6]=1>CCO.[Pd]>[CH3:1][C:2]([CH3:22])([CH3:23])[CH2:3][N:4]([CH2:13][C:14]1[CH:15]=[CH:16][C:17]([CH2:20][CH3:21])=[CH:18][CH:19]=1)[C:5]1[CH:10]=[CH:9][N:8]=[C:7]([C:11]#[N:12])[N:6]=1. Procedure details: 4-[(2,2-Dimethyl-propyl)-(4-ethynyl-benzyl)-amino]-pyrimidine-2-carbonitrile (47 mg, 0.11 mmoles) is dissolved in 5 ml of EtOH and 10% Pd—C (5 mg) is added at rt. The mixture is stirred under hydrogen at rt for overnight and is filtered through a pad of Celite which is washed with EtOH. The filtrate is concentrated and the crude product is purified by silica gel column chromatography to give 38 mg of desired 4-[(2,2-dimethyl-propyl)-(4-ethyl-benzyl)-amino]-pyrimidine-2-carbonitrile in 77% yield. Starting materials: C(C)(=O)OCC=1CS[C@H]2N(C1C(=O)[O-])C(C2NC(COC2=CC=CC=C2)=O)=O.[Na+] (sodium 3-acetoxymethyl-7-phenoxyacetamido-3-cephem-4-carboxylate), [Cl-].[Mg+2].[Cl-] (magnesium chloride). Solvent: CO (methanol). Run at temperature 70 celsius, time 1 hour. The product is COCC=1CS[C@H]2N(C1C(=O)O)C(C2NC(COC2=CC=CC=C2)=O)=O (3-methoxymethyl-7-phenoxyacetamido-3-cephem-4-carboxylic acid). Isolated yield 79.2%. RXN SMILES: [C:1]([O:4][CH2:5][C:6]1[CH2:7][S:8][C@@H:9]2[CH:16]([NH:17][C:18](=[O:27])[CH2:19][O:20][C:21]3[CH:26]=[CH:25][CH:24]=[CH:23][CH:22]=3)[C:15](=[O:28])[N:10]2[C:11]=1[C:12]([O-:14])=[O:13])(=O)C.[Na+].[Cl-].[Mg+2].[Cl-]>CO>[CH3:1][O:4][CH2:5][C:6]1[CH2:7][S:8][C@@H:9]2[CH:16]([NH:17][C:18](=[O:27])[CH2:19][O:20][C:21]3[CH:22]=[CH:23][CH:24]=[CH:25][CH:26]=3)[C:15](=[O:28])[N:10]2[C:11]=1[C:12]([OH:14])=[O:13] |f:0.1,2.3.4|. Procedure details: 2 g of sodium 3-acetoxymethyl-7-phenoxyacetamido-3-cephem-4-carboxylate were dissolved in 20 ml of 50% v/v aqueous methanol, and 20 g of magnesium chloride were added to the resulting solution. The mixture was then stirred at 70° C. for 1 hour, after which it was treated as described in Example 2, to give 1.4 g of 3-methoxymethyl-7-phenoxyacetamido-3-cephem-4-carboxylic acid, in the form of a yellow solid.